The task is: describe an organic reaction: reactants, conditions, products, and yield. This data is from the Open Reaction Database (ORD), a public repository of structured organic reaction records. Starting materials: ClC1=C(C=C2C(C(=CN(C2=C1C#N)C1CC1)C(=O)O)=O)F (7-Chloro-8-cyano-1-cyclopropyl-6-fluoro-1,4-dihydro-4-oxo-3-quinolinecarboxylic acid), N1CCCC1 (pyrrolidine). Run in O1CCOCC1 (dioxane). Product: C(#N)C=1C(=C(C=C2C(C(=CN(C12)C1CC1)C(=O)O)=O)F)N1CCCC1 (8-Cyano-1-cyclopropyl-6-fluoro-1,4-dihydro-4-oxo-7-(1-pyrrolidinyl)-3-quinolinecarboxylic acid). As a reaction SMILES: Cl[C:2]1[C:11]([C:12]#[N:13])=[C:10]2[C:5]([C:6](=[O:20])[C:7]([C:17]([OH:19])=[O:18])=[CH:8][N:9]2[CH:14]2[CH2:16][CH2:15]2)=[CH:4][C:3]=1[F:21].[NH:22]1[CH2:26][CH2:25][CH2:24][CH2:23]1>O1CCOCC1>[C:12]([C:11]1[C:2]([N:22]2[CH2:26][CH2:25][CH2:24][CH2:23]2)=[C:3]([F:21])[CH:4]=[C:5]2[C:10]=1[N:9]([CH:14]1[CH2:16][CH2:15]1)[CH:8]=[C:7]([C:17]([OH:19])=[O:18])[C:6]2=[O:20])#[N:13]. Procedure details: 3.05 g of the product from Example 1 and 2.5 ml of pyrrolidine are boiled in 50 ml of dioxane for 3 hours. The mixture is concentrated in vacuo and the residue is taken up in water. The mixture is rendered neutral with 1N HCl. The solid which has precipitated out is filtered off with suction, dried and stirred with acetonitrile. 1.8 g of the title compound with a melting point of 274°-276° C. are obtained. The reactants are C(CC)=O (propionaldehyde), C1(CCCCC1)NC=1C=C(C=CC1)[C@H](C1=CC=C(C(=O)N(CC)CC)C=C1)N1CCNCC1 (4-[(S)-[3-(cyclohexylamino)phenyl](piperazin-1-yl)methyl]-N,N-diethylbenzamide), C(C)(=O)O[BH-](OC(C)=O)OC(C)=O.[Na+] (sodium triacetoxy borohydride), C(C)(=O)O (acetic acid). Run in ClCCCl (1,2-dichloroethane). Run at time 8 hour. Product: C1(CCCCC1)NC=1C=C(C=CC1)[C@H](C1=CC=C(C(=O)N(CC)CC)C=C1)N1CCN(CC1)CCC (4-[(S)-[3-(cyclohexylamino)phenyl](4-propylpiperazin-1-yl)methyl]-N,N-diethylbenzamide). Yield: 61498.2%. Reaction SMILES: [CH:1](=O)[CH2:2][CH3:3].[CH:5]1([NH:11][C:12]2[CH:13]=[C:14]([C@@H:18]([N:32]3[CH2:37][CH2:36][NH:35][CH2:34][CH2:33]3)[C:19]3[CH:31]=[CH:30][C:22]([C:23]([N:25]([CH2:28][CH3:29])[CH2:26][CH3:27])=[O:24])=[CH:21][CH:20]=3)[CH:15]=[CH:16][CH:17]=2)[CH2:10][CH2:9][CH2:8][CH2:7][CH2:6]1.C(O[BH-](OC(=O)C)OC(=O)C)(=O)C.[Na+].C(O)(=O)C>ClCCCl>[CH:5]1([NH:11][C:12]2[CH:13]=[C:14]([C@@H:18]([N:32]3[CH2:37][CH2:36][N:35]([CH2:1][CH2:2][CH3:3])[CH2:34][CH2:33]3)[C:19]3[CH:31]=[CH:30][C:22]([C:23]([N:25]([CH2:28][CH3:29])[CH2:26][CH3:27])=[O:24])=[CH:21][CH:20]=3)[CH:15]=[CH:16][CH:17]=2)[CH2:6][CH2:7][CH2:8][CH2:9][CH2:10]1 |f:2.3|. Reported procedure: To a room temperature solution of propionaldehyde (40.6 μL 0.56 mmol) and COMPOUND 27 (250 mg; 0.56 mmol) in 1,2-dichloroethane was added sodium triacetoxy borohydride (380 mg; 1.79 mmol) and acetic acid (31.9 μL; 0.56 mmol). The reaction mixture was stirred overnight then was washed with saturated sodium bicarbonate, followed by water. The organic phase was dried over anhydrous sodium sulphate, filtered and concentrated under reduced pressure. Column chromatography eluting with 5% methanol in d... The reactants are C1(CCC1)N1N=C(C=C1C(=O)O)C (1-cyclobutyl-3-methyl-1H-pyrazole-5-carboxylic acid), S(=O)(Cl)Cl (thionyl chloride). The solvent is C1=CC=CC=C1 (benzene). Yields the product C1(CCC1)N1N=C(C=C1C(=O)Cl)C (1-cyclobutyl-3-methyl-1H-pyrazole-5-carboxylic acid chloride). The yield is 96.1%. Reaction SMILES: [CH:1]1([N:5]2[C:9]([C:10](O)=[O:11])=[CH:8][C:7]([CH3:13])=[N:6]2)[CH2:4][CH2:3][CH2:2]1.S(Cl)([Cl:16])=O>C1C=CC=CC=1>[CH:1]1([N:5]2[C:9]([C:10]([Cl:16])=[O:11])=[CH:8][C:7]([CH3:13])=[N:6]2)[CH2:4][CH2:3][CH2:2]1. Procedure: To 3.02 g of 1-cyclobutyl-3-methyl-1H-pyrazole-5-carboxylic acid were added 60 ml of benzene and 10 ml of thionyl chloride. The mixture was refluxed for two hours. Then the solvent was distilled off under reduced pressure and thus 3.2 g of 1-cyclobutyl-3-methyl-1H-pyrazole-5-carboxylic acid chloride was obtained (yield: 96.1%). The reactants are CON, CO, CC(=O)C(=O)Nc1cnc(OCC(F)(F)F)c(-c2ccc(Cl)cc2)c1, Cl. Product: CON=C(C)C(=O)Nc1cnc(OCC(F)(F)F)c(-c2ccc(Cl)cc2)c1. Reaction SMILES: [CH3:27][O:28][NH2:29].[CH3:30][OH:31].[Cl:1][c:2]1[cH:3][cH:4][c:5](-[c:8]2[cH:9][c:10]([NH:20][C:21]([C:22]([CH3:23])=[O:24])=[O:25])[cH:11][n:12][c:13]2[O:14][CH2:15][C:16]([F:17])([F:18])[F:19])[cH:6][cH:7]1.[ClH:26]>>[Cl:1][c:2]1[cH:3][cH:4][c:5](-[c:8]2[cH:9][c:10]([NH:20][C:21]([C:22]([CH3:23])=[N:29][O:28][CH3:27])=[O:25])[cH:11][n:12][c:13]2[O:14][CH2:15][C:16]([F:17])([F:18])[F:19])[cH:6][cH:7]1. Reactants: C(=O)(OCC1=CC=CC=C1)NC(C)(C(=O)O)C (N-carbobenzyloxy-α-methylalanine), CCN=C=NCCCN(C)C.Cl (WSC HCl), NCC1CC=2C(=C3C=CC(NC3=C(C2)C)=O)O1 (2-Aminomethyl-5-methyl-2,3,6,7-tetrahydrofuro-[2,3-f]quinoline-7-one). The solvent is CN(C=O)C (dimethylformamide), N1=CC=CC=C1 (pyridine). Conditions: temperature 50 celsius, time 48 hour. The product is C(=O)(OCC1=CC=CC=C1)NC(C)(C(=O)NCC1CC=2C(=C3C=CC(NC3=C(C2)C)=O)O1)C (2-(Carbobenzyloxy-α-methylalanyl]aminomethyl-5-methyl-2,3,6,7-tetrahydrofuro-[2,3-f]quinoline-7-one). Yield: 43.6%. As a reaction SMILES: [NH2:1][CH2:2][CH:3]1[O:17][C:6]2=[C:7]3[C:12](=[C:13]([CH3:15])[CH:14]=[C:5]2[CH2:4]1)[NH:11][C:10](=[O:16])[CH:9]=[CH:8]3.[C:18]([NH:28][C:29]([CH3:34])([C:31](O)=[O:32])[CH3:30])([O:20][CH2:21][C:22]1[CH:27]=[CH:26][CH:25]=[CH:24][CH:23]=1)=[O:19].CCN=C=NCCCN(C)C.Cl>CN(C)C=O.N1C=CC=CC=1>[C:18]([NH:28][C:29]([CH3:34])([C:31]([NH:1][CH2:2][CH:3]1[O:17][C:6]2=[C:7]3[C:12](=[C:13]([CH3:15])[CH:14]=[C:5]2[CH2:4]1)[NH:11][C:10](=[O:16])[CH:9]=[CH:8]3)=[O:32])[CH3:30])([O:20][CH2:21][C:22]1[CH:27]=[CH:26][CH:25]=[CH:24][CH:23]=1)=[O:19] |f:2.3|. Procedure: 2-Aminomethyl-5-methyl-2,3,6,7-tetrahydrofuro-[2,3-f]quinoline-7-one (3.00 g, 13.0 mmol) was dissolved in a solvent mixture of dimethylformamide (200 ml) and pyridine (100 ml). To this solution, N-carbobenzyloxy-α-methylalanine (4.64 g, 19.5 mmol) and WSC-HCl (3.48 g, 19.5 mmol) were added and the mixture was stirred at 50° C. for 48 hours. The reaction mixture was condensed under reduced pressure, and the residue was subjected to extraction using a solvent mixture (chloroform--methanol =4:1) co... Starting materials: CCO, O=Cc1ccccc1, CCCC(=O)c1ccc(OC)c(Cl)c1Cl, [Na+], [OH-]. Product: CCC(=Cc1ccccc1)C(=O)c1ccc(OC)c(Cl)c1Cl. Reaction SMILES: [CH3:26][CH2:27][OH:28].[CH:1](=[O:2])[c:3]1[cH:4][cH:5][cH:6][cH:7][cH:8]1.[Cl:9][c:10]1[c:11]([C:19]([CH2:20][CH2:21][CH3:22])=[O:23])[cH:12][cH:13][c:14]([O:17][CH3:18])[c:15]1[Cl:16].[Na+:25].[OH-:24]>>[CH:1]([c:3]1[cH:4][cH:5][cH:6][cH:7][cH:8]1)=[C:20]([C:19]([c:11]1[c:10]([Cl:9])[c:15]([Cl:16])[c:14]([O:17][CH3:18])[cH:13][cH:12]1)=[O:23])[CH2:21][CH3:22].